From a dataset of the Open Reaction Database (ORD), a public repository of structured organic reaction records. describe an organic reaction: reactants, conditions, products, and yield The reactants are C(C1=CC=CC=C1)(C1=CC=CC=C1)(C1=CC=CC=C1)N1C=NC(=C1)CC1=CC=C(C=C1)C#N (1-Trityl-4-(4-cyanobenzyl)imidazole), BrC1=NC=C(C=C1)CBr (2-bromo-5-bromomethyl pyridine). Solvent: CN(C)C=O (DMF). Run at temperature 100 celsius. Yields the product C(#N)C1=CC=C(CC2=CN=CN2CC=2C=CC(=NC2)Br)C=C1 (5-(4-Cyanobenzyl)-1-(2-bromopyrid-5-ylmethyl)imidazole). Reaction SMILES: C([N:20]1[CH:24]=[C:23]([CH2:25][C:26]2[CH:31]=[CH:30][C:29]([C:32]#[N:33])=[CH:28][CH:27]=2)[N:22]=[CH:21]1)(C1C=CC=CC=1)(C1C=CC=CC=1)C1C=CC=CC=1.[Br:34][C:35]1[CH:40]=[CH:39][C:38]([CH2:41]Br)=[CH:37][N:36]=1>CN(C=O)C>[C:32]([C:29]1[CH:28]=[CH:27][C:26]([CH2:25][C:23]2[N:22]([CH2:41][C:38]3[CH:39]=[CH:40][C:35]([Br:34])=[N:36][CH:37]=3)[CH:21]=[N:20][CH:24]=2)=[CH:31][CH:30]=1)#[N:33]. Reported procedure: To a flask was charged 1-trityl -4-p-cyanobenzyl imidazole (2.77 mmol, 1.18 g) from Step 1 and 2-bromo-5-bromomethyl pyridine (2.77 mmol, 0.67 g) from Step 2 in DMF (10 mL) and the mixture heated at 100° C. for 6 hr. The DMF was then removed in vacuo and the residue was triturated with ethyl ether. The ethyl ether was then decanted off and replaced with methanol (20 mL). This solution was then refluxed for 4 hr, cooled to ambient temperature and purified on a C18 preperative hplc column to provi... Starting materials: [C-]#N.[Na+] (sodium cyanide), C(C)(=O)O (acetic acid), C(C)(C)(C)OC(=O)N1CC2=CC(=CC=C2CC1)OCC1CCN(CC1)C1=C(C=NC=C1)C=O (7-[1-(3-formylpyridin-4-yl)piperidin4-ylmethoxy]-1,2,3,4-tetrahydroisoquinoline-2-carboxylic acid tert-butyl ester). Reagents/catalysts: [O-2].[O-2].[Mn+4] (manganese dioxide). Run in C(Cl)(Cl)Cl (chloroform), CO (methanol). Reaction conditions: time 12 hour. Product: C(C)(C)(C)OC(=O)N1CC2=CC(=CC=C2CC1)OCC1CCN(CC1)C1=C(C=NC=C1)C(=O)OC (7-[1-(3-Methoxycarbonylpyridin-4-yl)piperidin-4-ylmethoxy]-1,2,3,4-tetrahydroisoquinoline-2-carboxylic Acid tert-Butyl Ester). As a reaction SMILES: [C:1]([O:5][C:6]([N:8]1[CH2:17][CH2:16][C:15]2[C:10](=[CH:11][C:12]([O:18][CH2:19][CH:20]3[CH2:25][CH2:24][N:23]([C:26]4[CH:31]=[CH:30][N:29]=[CH:28][C:27]=4[CH:32]=[O:33])[CH2:22][CH2:21]3)=[CH:13][CH:14]=2)[CH2:9]1)=[O:7])([CH3:4])([CH3:3])[CH3:2].[C-]#N.[Na+].[C:37](O)(=[O:39])C>C(Cl)(Cl)Cl.CO.[O-2].[O-2].[Mn+4]>[C:1]([O:5][C:6]([N:8]1[CH2:17][CH2:16][C:15]2[C:10](=[CH:11][C:12]([O:18][CH2:19][CH:20]3[CH2:21][CH2:22][N:23]([C:26]4[CH:31]=[CH:30][N:29]=[CH:28][C:27]=4[C:32]([O:39][CH3:37])=[O:33])[CH2:24][CH2:25]3)=[CH:13][CH:14]=2)[CH2:9]1)=[O:7])([CH3:4])([CH3:2])[CH3:3] |f:1.2,6.7.8|. Procedure: To a soution of 7-[1-(3-formylpyridin-4-yl)piperidin4-ylmethoxy]-1,2,3,4-tetrahydroisoquinoline-2-carboxylic acid tert-butyl ester (50 mg) in a mixture of chloroform (0.5 ml) and methanol (0.2 ml) were added sodium cyanide (8 mg), manganese dioxide (250 mg) and acetic acid (0.003 ml), and the mixture was stirred at room temperature for 12 hours. After completion of the reaction, the reaction mixture was filtrated and the solvent was evaporated. The obtained residue was purified by preparative th...